Dataset: the Open Reaction Database (ORD), a public repository of structured organic reaction records. Task: describe an organic reaction: reactants, conditions, products, and yield Reported procedure: 150 mg of 2-[1-(4-ethoxy-2,6-difluorobenzyl)-1H-indazol-3-yl]-5-methoxypyrimidin-4-amine (1-4-3, 0.365 mmol, 1.0 eq.), 89 mg of commercial ethyl 4-chloronicotinate (0.401 mmol, 1.1 eq.), 31.6 mg of (9,9-dimethyl-9H-xanthene-4,5-diyl)bis(diphenylphosphine) (0.055 mmol, 0.15 eq.), 356 mg of caesium carbonate (1.09 mmol, 3.0 eq.) and 8.2 mg of palladium diacetate (0.036 mmol, 0.1 eq.) were suspended in 4.7 mL of dry dioxane and stirred under nitrogen atmosphere at 105° C. bath temperature for 3 h. ... Conditions: temperature 105 celsius, time 3 hour. Reactants: C(C)OC1=CC(=C(CN2N=C(C3=CC=CC=C23)C2=NC=C(C(=N2)N)OC)C(=C1)F)F (2-[1-(4-ethoxy-2,6-difluorobenzyl)-1H-indazol-3-yl]-5-methoxypyrimidin-4-amine), C([O-])([O-])=O.[Cs+].[Cs+] (caesium carbonate), ClC1=CC=NC=C1C(=O)OCC (ethyl 4-chloronicotinate), CC1(C2=CC=CC(=C2OC=2C(=CC=CC12)P(C1=CC=CC=C1)C1=CC=CC=C1)P(C1=CC=CC=C1)C1=CC=CC=C1)C ((9,9-dimethyl-9H-xanthene-4,5-diyl)bis(diphenylphosphine)). Run in O1CCOCC1 (dioxane). The product is C(C)OC1=CC(=C(CN2N=C(C3=CC=CC=C23)C2=NC=C(C(=N2)NC2=C(C=NC=C2)C(=O)OCC)OC)C(=C1)F)F (ethyl 4-({2-[1-(4-ethoxy-2,6-difluorobenzyl)-1H-indazol-3-yl]-5-methoxypyrimidin-4-yl}amino)pyridine-3-carboxylate). RXN SMILES: [CH2:1]([O:3][C:4]1[CH:28]=[C:27]([F:29])[C:7]([CH2:8][N:9]2[C:17]3[C:12](=[CH:13][CH:14]=[CH:15][CH:16]=3)[C:11]([C:18]3[N:23]=[C:22]([NH2:24])[C:21]([O:25][CH3:26])=[CH:20][N:19]=3)=[N:10]2)=[C:6]([F:30])[CH:5]=1)[CH3:2].Cl[C:32]1[C:37]([C:38]([O:40][CH2:41][CH3:42])=[O:39])=[CH:36][N:35]=[CH:34][CH:33]=1.CC1(C)C2C=CC=C(P(C3C=CC=CC=3)C3C=CC=CC=3)C=2OC2C1=CC=CC=2P(C1C=CC=CC=1)C1C=CC=CC=1.C(=O)([O-])[O-].[Cs+].[Cs+]>O1CCOCC1.C([O-])(=O)C.C([O-])(=O)C.[Pd+2]>[CH2:1]([O:3][C:4]1[CH:5]=[C:6]([F:30])[C:7]([CH2:8][N:9]2[C:17]3[C:12](=[CH:13][CH:14]=[CH:15][CH:16]=3)[C:11]([C:18]3[N:23]=[C:22]([NH:24][C:32]4[CH:33]=[CH:34][N:35]=[CH:36][C:37]=4[C:38]([O:40][CH2:41][CH3:42])=[O:39])[C:21]([O:25][CH3:26])=[CH:20][N:19]=3)=[N:10]2)=[C:27]([F:29])[CH:28]=1)[CH3:2] |f:3.4.5,7.8.9|. The reagents and catalysts are C(C)(=O)[O-].C(C)(=O)[O-].[Pd+2] (palladium diacetate). Starting materials: FC(C(C(=O)O)(O)C(F)(F)F)(F)F (2,2-bis-trifluoromethyl-2-hydroxyacetic acid), C(=O)(N1C=NC=C1)N1C=NC=C1 (1,1'-carbonyldiimidazole), FC(C(C(=O)O)(O)C(F)(F)F)(F)F (2,2-bis-trifluoromethyl-2-hydroxyacetic acid), C(=O)(N1C=NC=C1)N1C=NC=C1 (1,1'-carbonyldiimidazole), N1=C(C=CC=C1)S(=O)(=O)C1=CC=C(C=C1)N (4-(2-pyridylsulfonyl)benzeneamine), C(=O)=O (carbon dioxide). The solvent is O1CCCC1 (Tetrahydrofuran), CN(C=O)C (dimethylformamide), C(Cl)(Cl)Cl.CO (chloroform methanol). Run at temperature 35 celsius, time 24 hour. The product is N1=C(C=CC=C1)S(=O)(=O)C1=CC=C(C=C1)NC(C(C(F)(F)F)(C(F)(F)F)O)=O (N-[4-(2-Pyridyl)sulfonylphenyl]-3,3,3-trifluoro-2-hydroxy-2-trifluoromethyl-propanamide). The yield is 18.8%. RXN SMILES: [F:1][C:2]([F:13])([F:12])[C:3]([C:8]([F:11])([F:10])[F:9])([OH:7])[C:4](O)=[O:5].C(N1C=CN=C1)(N1C=CN=C1)=O.C(=O)=O.[N:29]1[CH:34]=[CH:33][CH:32]=[CH:31][C:30]=1[S:35]([C:38]1[CH:43]=[CH:42][C:41]([NH2:44])=[CH:40][CH:39]=1)(=[O:37])=[O:36]>CN(C)C=O.C(Cl)(Cl)Cl.CO.O1CCCC1>[N:29]1[CH:34]=[CH:33][CH:32]=[CH:31][C:30]=1[S:35]([C:38]1[CH:43]=[CH:42][C:41]([NH:44][C:4](=[O:5])[C:3]([OH:7])([C:8]([F:11])([F:10])[F:9])[C:2]([F:13])([F:12])[F:1])=[CH:40][CH:39]=1)(=[O:36])=[O:37] |f:5.6|. Reported procedure: Tetrahydrofuran (5 ml, dry) was added to a mixture of 2,2-bis-trifluoromethyl-2-hydroxyacetic acid (0.98 g, 4.6 mmol) and 1,1'-carbonyldiimidazole (0.75 g, 4.6 mmol), while under a nitrogen atmosphere. There was an immediate evolution of carbon dioxide. The reaction was heated at 35° C. in an ultra-sound bath for 15 mins. The reaction was treated with a solution of 4-(2-pyridylsulfonyl)benzeneamine (1.08 g, 4.6 mmol) in dimethylformamide (11 ml, dry), heated at 46° C. for 18 hr, and then 60° C. ... The reactants are CCN, O=C(Cl)Cc1ccccc1, c1ccccc1. RXN SMILES: [CH3:11][CH2:12][NH2:13].[c:1]1([CH2:7][C:8](=[O:9])[Cl:10])[cH:2][cH:3][cH:4][cH:5][cH:6]1.[cH:14]1[cH:15][cH:16][cH:17][cH:18][cH:19]1>>[c:1]1([CH2:7][C:8](=[O:9])[NH:13][CH2:12][CH3:11])[cH:2][cH:3][cH:4][cH:5][cH:6]1. Product: CCNC(=O)Cc1ccccc1. The reactants are C(C)N(C(N[C@H](C(=O)OC)CC1=CC=C(C=C1)OC)=O)CCC=1N=CNC1 (methyl(S)-2-{3-ethyl-3-[2-(1H-imidazol-4-yl)ethyl]ureido}-3-(4-methoxyphenyl)propionate), [OH-].[Li+] (lithium hydroxide). Solvent: C1CCOC1 (THF), O (water). Run at temperature 100 celsius. The product is C(C)N(C(NC(C(=O)O)CC1=CC=C(C=C1)OC)=O)CCC=1N=CNC1 (2-{3-ethyl-3-[2-(1H-imidazol-4-yl)ethyl]ureido}-3-(4-methoxyphenyl)propionic acid). Yield: 69.4%. As a reaction SMILES: [CH2:1]([N:3]([CH2:21][CH2:22][C:23]1[N:24]=[CH:25][NH:26][CH:27]=1)[C:4](=[O:20])[NH:5][C@@H:6]([CH2:11][C:12]1[CH:17]=[CH:16][C:15]([O:18][CH3:19])=[CH:14][CH:13]=1)[C:7]([O:9]C)=[O:8])[CH3:2].[OH-].[Li+]>C1COCC1.O>[CH2:1]([N:3]([CH2:21][CH2:22][C:23]1[N:24]=[CH:25][NH:26][CH:27]=1)[C:4](=[O:20])[NH:5][CH:6]([CH2:11][C:12]1[CH:13]=[CH:14][C:15]([O:18][CH3:19])=[CH:16][CH:17]=1)[C:7]([OH:9])=[O:8])[CH3:2] |f:1.2|. Procedure details: 150 mg (0.4 mmol) of methyl(S)-2-{3-ethyl-3-[2-(1H-imidazol-4-yl)ethyl]ureido}-3-(4-methoxyphenyl)propionate are diluted in 4 mL of THF and 1 mL of water, and 150 mg (6 mmol) of lithium hydroxide are added. The mixture is heated for 10 minutes at 100° C. in a microwave reactor. The solvents are evaporated off and the residue is then purified on a pad of silica (eluent: 1/1 dichloromethane/methanol). 100 mg of 2-{3-ethyl-3-[2-(1H-imidazol-4-yl)ethyl]ureido}-3-(4-methoxyphenyl)propionic acid in th... Reactants: CC(CNCC(C)(C)C)(C)N1C=NC(=C1)[N+](=O)[O-] (2-methyl-N-neopentyl-2-(4-nitro-1H-imidazol-1-yl)propan-1-amine), FC=1C=C(C=C(C1)F)CC(=O)N[C@H](C(=O)O)C1=CC=C(C=C1)F ((S)-2-(2-(3,5-difluorophenyl)acetamido)-2-(4-fluorophenyl)acetic acid). The product is FC=1C=C(C=C(C1)F)CC(=O)NC(C(=O)NC=1N=CN(C1)C(CNCC(C)(C)C)(C)C)C1=CC=C(C=C1)F (2-[2-(3,5-Difluoro-phenyl)-acetylamino]-N-{1-[2-(2,2-dimethyl-propylamino)-1,1-dimethyl-ethyl]-1H-imidazol-4-yl}-2-(4-fluoro-phenyl)-acetamide). As a reaction SMILES: [CH3:1][C:2]([N:11]1[CH:15]=[C:14]([N+:16]([O-])=O)[N:13]=[CH:12]1)([CH3:10])[CH2:3][NH:4][CH2:5][C:6]([CH3:9])([CH3:8])[CH3:7].[F:19][C:20]1[CH:21]=[C:22]([CH2:27][C:28]([NH:30][C@@H:31]([C:35]2[CH:40]=[CH:39][C:38]([F:41])=[CH:37][CH:36]=2)[C:32](O)=[O:33])=[O:29])[CH:23]=[C:24]([F:26])[CH:25]=1>>[F:19][C:20]1[CH:21]=[C:22]([CH2:27][C:28]([NH:30][CH:31]([C:35]2[CH:36]=[CH:37][C:38]([F:41])=[CH:39][CH:40]=2)[C:32]([NH:16][C:14]2[N:13]=[CH:12][N:11]([C:2]([CH3:10])([CH3:1])[CH2:3][NH:4][CH2:5][C:6]([CH3:9])([CH3:8])[CH3:7])[CH:15]=2)=[O:33])=[O:29])[CH:23]=[C:24]([F:26])[CH:25]=1. Reported procedure: 2-methyl-N-neopentyl-2-(4-nitro-1H-imidazol-1-yl)propan-1-amine (U.S. Ser. No. 11/078,898 filed Mar. 11, 2005) was reduced and coupled with (S)-2-(2-(3,5-difluorophenyl)acetamido)-2-(4-fluorophenyl)acetic acid to afford the title compound: MS 530 m/z (M+1). Starting materials: CC(C)(C)N1C(=O)C(Cl)=C(c2ccccc2)S1(=O)=O, CC#N, Nc1ccc(N2CCCCCC2)cc1. Product: CC(C)(C)N1C(=O)C(Nc2ccc(N3CCCCCC3)cc2)=C(c2ccccc2)S1(=O)=O. As a reaction SMILES: [C:1]([CH3:2])([CH3:3])([CH3:4])[N:5]1[S:6](=[O:18])(=[O:19])[C:7]([c:12]2[cH:13][cH:14][cH:15][cH:16][cH:17]2)=[C:8]([Cl:11])[C:9]1=[O:10].[CH3:34][C:35]#[N:36].[N:20]1([c:27]2[cH:28][cH:29][c:30]([NH2:33])[cH:31][cH:32]2)[CH2:21][CH2:22][CH2:23][CH2:24][CH2:25][CH2:26]1>>[C:1]([CH3:2])([CH3:3])([CH3:4])[N:5]1[S:6](=[O:18])(=[O:19])[C:7]([c:12]2[cH:13][cH:14][cH:15][cH:16][cH:17]2)=[C:8]([NH:33][c:30]2[cH:29][cH:28][c:27]([N:20]3[CH2:21][CH2:22][CH2:23][CH2:24][CH2:25][CH2:26]3)[cH:32][cH:31]2)[C:9]1=[O:10].